Dataset: the Open Reaction Database (ORD), a public repository of structured organic reaction records. Task: describe an organic reaction: reactants, conditions, products, and yield Reactants: O=Cc1ccc(F)cc1, Nc1ccc(N)c([N+](=O)[O-])c1, O, Cc1ccccc1C. Yields the product Nc1ccc(N=Cc2ccc(F)cc2)cc1[N+](=O)[O-]. RXN SMILES: [F:12][c:13]1[cH:14][cH:15][c:16]([CH:17]=[O:18])[cH:19][cH:20]1.[N+:1](=[O:2])([O-:3])[c:4]1[c:5]([NH2:11])[cH:6][cH:7][c:8]([NH2:10])[cH:9]1.[OH2:21].[c:22]1([CH3:23])[c:24]([CH3:25])[cH:26][cH:27][cH:28][cH:29]1>>[N+:1](=[O:2])([O-:3])[c:4]1[c:5]([NH2:11])[cH:6][cH:7][c:8]([N:10]=[CH:17][c:16]2[cH:15][cH:14][c:13]([F:12])[cH:20][cH:19]2)[cH:9]1. Starting materials: c1ccc(Cc2ccccn2)cc1, CN(C)c1ccccc1, [NH2-], [Na]. Yields the product Nc1cccc(Cc2ccccc2)n1. As a reaction SMILES: [CH2:1]([c:2]1[cH:3][cH:4][cH:5][cH:6][cH:7]1)[c:8]1[n:9][cH:10][cH:11][cH:12][cH:13]1.[CH3:16][N:17]([CH3:18])[c:19]1[cH:20][cH:21][cH:22][cH:23][cH:24]1.[NH2-:15].[Na:14]>>[CH2:1]([c:2]1[cH:3][cH:4][cH:5][cH:6][cH:7]1)[c:8]1[n:9][c:10]([NH2:17])[cH:11][cH:12][cH:13]1. Reactants: C(CC#C)SCC(=O)OC (methyl 2-(but-3-ynylthio)acetate), [OH-].[Na+] (sodium hydroxide). Solvent: O (Water). Run at time 24 hour. The product is C(CC#C)SCC(=O)O (2-(But-3-ynylthio)acetic acid), oil. RXN SMILES: [CH2:1]([S:5][CH2:6][C:7]([O:9]C)=[O:8])[CH2:2][C:3]#[CH:4].[OH-].[Na+]>O>[CH2:1]([S:5][CH2:6][C:7]([OH:9])=[O:8])[CH2:2][C:3]#[CH:4] |f:1.2|. Reported procedure: Thioglycollic acid (6.0 g) was added to a stirred solution of sodium hydroxide (8.0 g) in ethanol (50 ml). But-3-ynyl methanesulphonate (7.4 g) was added and the mixture was stirred at 20° for 24 hours. The reaction mixture was poured into water and the aqueous mixture was extracted with diethyl ether. The aqueous alkaline extracts were acidified with hydrochloric acid and the mixture was extracted with diethyl ether. The ethereal extracts were dried over anhydrous magnesium sulphate and evapora... Starting materials: EtOAc hexanes, CC(C=CC=O)C (4-methyl-2-pentenal), CN1C=CC2=CC=CC=C12 (1-methyl-1H-indole), C(=O)(C(F)(F)F)O (TFA), C(C1=CC=CC=C1)[C@H]1C(N([C@H](N1)C(C)(C)C)C)=O ((2S,5S)-5-benzyl-2-tert-butyl-3-methyl-imidazolidin-4-one). Solvent: C(Cl)Cl (CH2Cl2), C(C)(C)O (isopropanol). Yields the product CC([C@H](CC=O)C1=CN(C2=CC=CC=C12)C)C ((S)-4-Methyl-3-(1-methyl-1H-indol-3-yl)-pentanal). The yield is 74.1%. RXN SMILES: [CH3:1][CH:2]([CH3:7])[CH:3]=[CH:4][CH:5]=[O:6].[CH3:8][N:9]1[C:17]2[C:12](=[CH:13][CH:14]=[CH:15][CH:16]=2)[CH:11]=[CH:10]1.C(O)(C(F)(F)F)=O.C([C@@H]1N[C@H](C(C)(C)C)N(C)C1=O)C1C=CC=CC=1>C(Cl)Cl.C(O)(C)C>[CH3:1][CH:2]([CH3:7])[C@@H:3]([C:11]1[C:12]2[C:17](=[CH:16][CH:15]=[CH:14][CH:13]=2)[N:9]([CH3:8])[CH:10]=1)[CH2:4][CH:5]=[O:6]. Procedure details: Prepared according to the general procedure from 4-methyl-2-pentenal (175 μL, 1.50 mmol), 1-methyl-1H-indole (64 μL, 0.50 mmol), TFA (7.7 μL, 0.10 mmol) and (2S,5S)-5-benzyl-2-tert-butyl-3-methyl-imidazolidin-4-one (24.6 mg, 0.100 mmol) in CH2Cl2 (0.90 mL) and isopropanol (0.10 mL) at −50° C. for 32 h to provide, after silica gel chromatography (10:90 EtOAc/hexanes), the title compound as a colorless oil (85 mg, 74% yield, 93% ee). IR (film) 3052, 2958, 2870, 2834, 2716, 1723, 1609, 1546, 1482, ... Starting materials: FC1=CC=C(CNC(=O)C2=NC(=C3C=CC=NC3=C2O)/C=C/C(=O)OC)C=C1 (methyl (2E)-3-(7-{[(4-fluorobenzyl)amino]carbonyl}-8-hydroxy[1,6]-naphthyridin-5-yl)-2-propenoate), NCCS (cysteamine), O (water). Run in CN(C)C=O (DMF). Reaction conditions: temperature 80 celsius, time 18 hour. Product: FC1=CC=C(CNC(=O)C2=NC(=C3C=CC=NC3=C2O)C2CC(NCCS2)=O)C=C1 (N-(4-Fluorobenzyl)-8-hydroxy-5-(5-oxo-1,4-thiazepan-7-yl)[1,6]naphthyridine-7-carboxamide). As a reaction SMILES: [F:1][C:2]1[CH:28]=[CH:27][C:5]([CH2:6][NH:7][C:8]([C:10]2[C:19]([OH:20])=[C:18]3[C:13]([CH:14]=[CH:15][CH:16]=[N:17]3)=[C:12](/[CH:21]=[CH:22]/[C:23]([O:25]C)=O)[N:11]=2)=[O:9])=[CH:4][CH:3]=1.[NH2:29][CH2:30][CH2:31][SH:32].O>CN(C=O)C>[F:1][C:2]1[CH:28]=[CH:27][C:5]([CH2:6][NH:7][C:8]([C:10]2[C:19]([OH:20])=[C:18]3[C:13]([CH:14]=[CH:15][CH:16]=[N:17]3)=[C:12]([CH:21]3[S:32][CH2:31][CH2:30][NH:29][C:23](=[O:25])[CH2:22]3)[N:11]=2)=[O:9])=[CH:4][CH:3]=1. Reported procedure: A mixture of methyl (2E)-3-(7-{[(4-fluorobenzyl)amino]carbonyl}-8-hydroxy[1,6]-naphthyridin-5-yl)-2-propenoate (Example 137, Step 1) (1.22 g, 3.20 mmol) and cysteamine (4.0 g) in DMF (15 mL) was heated in an oil bath at 80° C. under an atmosphere of nitrogen with stirring for 18 hours. The product mixture was treated with water and the mixture was acidified to pH 2. The resultant precipitate was filtered, dissolved in DMSO, and subjected to HPLC purification on C-18 stationary phase eluted with ... The reactants are O=C([O-])[O-], O=C(CCCCCCCBr)NOCc1ccccc1, COc1cc2c(cc1OC)CNCC2, Cl, [K+], [K+], CN(C)C=O. Yields the product COc1cc2c(cc1OC)CN(CCCCCCCC(=O)NOCc1ccccc1)CC2. Reaction SMILES: [C:35](=[O:36])([O-:37])[O-:38].[CH2:1]([c:2]1[cH:3][cH:4][cH:5][cH:6][cH:7]1)[O:8][NH:9][C:10]([CH2:11][CH2:12][CH2:13][CH2:14][CH2:15][CH2:16][CH2:17][Br:18])=[O:19].[CH3:21][O:22][c:23]1[cH:24][c:25]2[c:30]([cH:31][c:32]1[O:33][CH3:34])[CH2:29][NH:28][CH2:27][CH2:26]2.[ClH:20].[K+:39].[K+:40].[O:41]=[CH:42][N:43]([CH3:44])[CH3:45]>>[CH2:1]([c:2]1[cH:3][cH:4][cH:5][cH:6][cH:7]1)[O:8][NH:9][C:10]([CH2:11][CH2:12][CH2:13][CH2:14][CH2:15][CH2:16][CH2:17][N:28]1[CH2:27][CH2:26][c:25]2[cH:24][c:23]([O:22][CH3:21])[c:32]([O:33][CH3:34])[cH:31][c:30]2[CH2:29]1)=[O:19]. Reactants: C1CCOC1, CC(C)[N-]C(C)C, C[Si](C)(C)Cl, [Li+], [Na+], O=C([O-])O, CC(=O)CC1CCN(C(=O)OC(C)(C)C)CC1. Product: C=C(CC1CCN(C(=O)OC(C)(C)C)CC1)O[Si](C)(C)C. As a reaction SMILES: [CH2:36]1[O:37][CH2:38][CH2:39][CH2:40]1.[CH3:2][CH:3]([N-:4][CH:5]([CH3:6])[CH3:7])[CH3:8].[Cl:26][Si:27]([CH3:28])([CH3:29])[CH3:30].[Li+:1].[Na+:35].[O-:31][C:32]([OH:33])=[O:34].[O:9]=[C:10]([CH2:11][CH:12]1[CH2:13][CH2:14][N:15]([C:18](=[O:19])[O:20][C:21]([CH3:22])([CH3:23])[CH3:24])[CH2:16][CH2:17]1)[CH3:25]>>[O:9]([C:10]([CH2:11][CH:12]1[CH2:13][CH2:14][N:15]([C:18](=[O:19])[O:20][C:21]([CH3:22])([CH3:23])[CH3:24])[CH2:16][CH2:17]1)=[CH2:25])[Si:27]([CH3:28])([CH3:29])[CH3:30]. The reactants are CC(C)([O-])C.[K+] (potassium t-butoxide), ClCC[C@H]1N(C[C@@H](C1)OC(N(C)C)=O)C(=O)OCCCCCCCC ((2S,4R)-2-(2-chloroethyl)-4-dimethylcarbamoyloxy-1-octyloxycarbonylpyrrolidine), COC=1C=CC(=C(C1)O)CCC1=CC=CC=C1 (5-methoxy-2-(2-phenylethyl)phenol). Solvent: CN(C(C)=O)C (N,N-dimethylacetamide). Product: CN(C(=O)O[C@@H]1C[C@H](N(C1)C(=O)OCCCCCCCC)CCOC1=C(C=CC(=C1)OC)CCC1=CC=CC=C1)C ((2R,4R)-4-Dimethylcarbamoyloxy-2-{2-[5-methoxy-2-(2-phenylethyl)phenoxy]ethyl}-1-octyloxycarbonylpyrrolidine). The yield is 99.4%. As a reaction SMILES: [CH3:1][O:2][C:3]1[CH:4]=[CH:5][C:6]([CH2:10][CH2:11][C:12]2[CH:17]=[CH:16][CH:15]=[CH:14][CH:13]=2)=[C:7]([OH:9])[CH:8]=1.CC(C)([O-])C.[K+].Cl[CH2:25][CH2:26][C@@H:27]1[CH2:31][C@@H:30]([O:32][C:33](=[O:37])[N:34]([CH3:36])[CH3:35])[CH2:29][N:28]1[C:38]([O:40][CH2:41][CH2:42][CH2:43][CH2:44][CH2:45][CH2:46][CH2:47][CH3:48])=[O:39]>CN(C)C(=O)C>[CH3:35][N:34]([CH3:36])[C:33]([O:32][C@H:30]1[CH2:29][N:28]([C:38]([O:40][CH2:41][CH2:42][CH2:43][CH2:44][CH2:45][CH2:46][CH2:47][CH3:48])=[O:39])[C@H:27]([CH2:26][CH2:25][O:9][C:7]2[CH:8]=[C:3]([O:2][CH3:1])[CH:4]=[CH:5][C:6]=2[CH2:10][CH2:11][C:12]2[CH:17]=[CH:16][CH:15]=[CH:14][CH:13]=2)[CH2:31]1)=[O:37] |f:1.2|. Procedure: 670 mg of 5-methoxy-2-(2-phenylethyl)phenol (prepared as described in Preparation 1) were dissolved in 10 ml of N,N-dimethylacetamide, allowed to react with 360 mg of potassium t-butoxide and 1000 mg of (2S,4R)-2-(2-chloroethyl)-4-dimethylcarbamoyloxy-1-octyloxycarbonylpyrrolidine and extracted in the same manner as described in step (a) of Example 2. The resulting oily substance was purified by silica gel column chromatography, using a 1:1 by volume mixture of hexane and ethyl acetate as the el... Starting materials: C(C)C1=CC([C@]2(C)[C@@H]1[C@@H]1CCC=3C=C(C=CC3[C@H]1CC2)OC)=O (15-Ethyl-3-methoxyestra-1,3,5(10),15-tetraen-17-one), C[Mg]I (methylmagnesium iodide), C(C)OCC (diethyl ether), [Cl-].[NH4+] (ammonium chloride), N (ammonia). The reagents and catalysts are [Cu]I (Copper(I) iodide). The solvent is O1CCCC1 (tetrahydrofuran). Reaction conditions: temperature 20 celsius, time 5 minute. The product is C(C)[C@]1(CC([C@]2(C)[C@@H]1[C@@H]1CCC=3C=C(C=CC3[C@H]1CC2)OC)=O)C (15α-Ethyl-3-methoxy-15β-methylestra-1,3,5 (10)-trien-17-one). Isolated yield 81.0%. As a reaction SMILES: C[Mg]I.[CH2:4](OCC)C.[CH2:9]([C:11]1[C@H:16]2[C@H:17]3[C@H:26]([CH2:27][CH2:28][C@:14]2([CH3:15])[C:13](=[O:31])[CH:12]=1)[C:25]1[CH:24]=[CH:23][C:22]([O:29][CH3:30])=[CH:21][C:20]=1[CH2:19][CH2:18]3)[CH3:10].[Cl-].[NH4+].N>O1CCCC1.[Cu]I>[CH2:9]([C@:11]1([CH3:4])[C@H:16]2[C@H:17]3[C@H:26]([CH2:27][CH2:28][C@:14]2([CH3:15])[C:13](=[O:31])[CH2:12]1)[C:25]1[CH:24]=[CH:23][C:22]([O:29][CH3:30])=[CH:21][C:20]=1[CH2:19][CH2:18]3)[CH3:10] |f:3.4|. Procedure details: A solution of methylmagnesium iodide (2.5 mmol) in dry diethyl ether (2.5 ml) [prepared at 20° C. from magnesium (60 mg; 2.5 mmol) and methyl iodide (0.16 ml; 2.5 mmol)] was cooled to 0° C. Copper(I) iodide (46 mg; 0.24 mmol) was added. After 5 min. at 0° C., a solution of the 15-ethyl-Δ15 -17-ketone (7) (150 mg; 0.48 mmol) in dry tetrahydrofuran (3 ml) was added. The mixture was stirred at 20° C. for 15 min. Saturated aqueous ammonium chloride and aqueous ammonia were added and the residue upon...